This data is from the Open Reaction Database (ORD), a public repository of structured organic reaction records. The task is: describe an organic reaction: reactants, conditions, products, and yield Reactants: OBO, NC(=O)c1ccc(Br)nc1, CCO, COc1ccc2occc2c1, Cl[Pd]Cl, c1ccc(P(c2ccccc2)c2ccccc2)cc1, c1ccc(P(c2ccccc2)c2ccccc2)cc1. Yields the product COc1ccc2oc(-c3ccc(C(N)=O)cn3)cc2c1. As a reaction SMILES: [BH:1]([OH:2])[OH:3].[Br:15][c:16]1[n:17][cH:18][c:19]([C:20](=[O:21])[NH2:22])[cH:23][cH:24]1.[CH3:25][CH2:26][OH:27].[CH3:4][O:5][c:6]1[cH:7][cH:8][c:9]2[c:10]([cH:11][cH:12][o:13]2)[cH:14]1.[Pd:28]([Cl:29])[Cl:30].[c:31]1([P:32]([c:33]2[cH:34][cH:35][cH:36][cH:37][cH:38]2)[c:39]2[cH:40][cH:41][cH:42][cH:43][cH:44]2)[cH:45][cH:46][cH:47][cH:48][cH:49]1.[c:50]1([P:51]([c:52]2[cH:53][cH:54][cH:55][cH:56][cH:57]2)[c:58]2[cH:59][cH:60][cH:61][cH:62][cH:63]2)[cH:64][cH:65][cH:66][cH:67][cH:68]1>>[CH3:4][O:5][c:6]1[cH:7][cH:8][c:9]2[c:10]([cH:11][c:12](-[c:16]3[n:17][cH:18][c:19]([C:20](=[O:21])[NH2:22])[cH:23][cH:24]3)[o:13]2)[cH:14]1. Reactants: ( I ), phosphoric acid esters, FC(C)(SCl)F (1,1-difluoroethanesulphenyl chloride), P(SC(C)CC)(OCC)OCC (S-s-butyl O,O-diethyl thiophosphite). Run in ClCCl (dichloromethane). Product: P(=O)(SC(C)CC)(OCC)SC(C)(F)F (O-ethyl S-s-butyl S-(1,1-difluoroethyl) dithiophosphate). RXN SMILES: [F:1][C:2]([F:6])([S:4]Cl)[CH3:3].[P:7]([O:16]CC)([O:13][CH2:14][CH3:15])[S:8][CH:9]([CH2:11][CH3:12])[CH3:10]>ClCCl>[P:7]([S:4][C:2]([F:6])([F:1])[CH3:3])([O:13][CH2:14][CH3:15])([S:8][CH:9]([CH2:11][CH3:12])[CH3:10])=[O:16]. Procedure details: The compounds of the general formula (I) obtainable according to the invention are useful precursors and intermediates for organic syntheses, for example for the preparation of insecticidal phosphoric acid esters (compare DE-A 3,903,409). Thus, for example, the 1,1-difluoroethanesulphenyl chloride obtainable according to the invention can be reacted with S-s-butyl O,O-diethyl thiophosphite in dichloromethane as a solvent to give the insecticidally active O-ethyl S-s-butyl S-(1,1-difluoroethyl) d... Starting materials: ClCC1=CC=CC2=CC=CC=C12 (1-chloromethyl-naphthalene), [K].C1(C=2C(C(N1)=O)=CC=CC2)=O (phthalimide potassium salt), resultant solution. The solvent is CN(C)C=O (DMF). Product: C1(=CC=CC2=CC=CC=C12)CN1C(C2=CC=CC=C2C1=O)=O (2-naphthalen-1-ylmethyl-isoindole-1,3-dione). Isolated yield 98.8%. RXN SMILES: Cl[CH2:2][C:3]1[C:12]2[C:7](=[CH:8][CH:9]=[CH:10][CH:11]=2)[CH:6]=[CH:5][CH:4]=1.[K].[C:14]1(=[O:24])[NH:18][C:17](=[O:19])[C:16]2=[CH:20][CH:21]=[CH:22][CH:23]=[C:15]12>CN(C=O)C>[C:3]1([CH2:2][N:18]2[C:14](=[O:24])[C:15]3[C:16](=[CH:20][CH:21]=[CH:22][CH:23]=3)[C:17]2=[O:19])[C:12]2[C:7](=[CH:8][CH:9]=[CH:10][CH:11]=2)[CH:6]=[CH:5][CH:4]=1 |f:1.2,^1:12|. Procedure: To a solution of 1-chloromethyl-naphthalene (8.83 g, 50 mmol) in DMF (90 mL) was added phthalimide potassium salt (11.1 g, 60 mmol). The resultant solution was stirred at 100° C. overnight. The mixture was poured into ice-cold water and the precipitate was collected, washed with small amount of methanol and dried under vacuo to give 2-naphthalen-1-ylmethyl-isoindole-1,3-dione 52 (14.2 g, 99% yield). This material was used without further purification.